From a dataset of the Open Reaction Database (ORD), a public repository of structured organic reaction records. describe an organic reaction: reactants, conditions, products, and yield Reactants: [Al+3], CN(C)C=O, [Cl-], [Cl-], [Cl-], Cl, S=C1NCc2ccccc2N1, O=C(Cl)c1cccnc1. The product is O=C(c1cccnc1)c1ccc2c(c1)CNC(=S)N2. Reaction SMILES: [Al+3:2].[CH3:26][N:27]([CH3:28])[CH:29]=[O:30].[Cl-:1].[Cl-:3].[Cl-:4].[ClH:16].[NH:5]1[C:6](=[S:15])[NH:7][CH2:8][c:9]2[cH:10][cH:11][cH:12][cH:13][c:14]21.[n:17]1[cH:18][c:19]([C:23](=[O:24])[Cl:25])[cH:20][cH:21][cH:22]1>>[NH:5]1[C:6](=[S:15])[NH:7][CH2:8][c:9]2[cH:10][c:11]([C:23]([c:19]3[cH:18][n:17][cH:22][cH:21][cH:20]3)=[O:24])[cH:12][cH:13][c:14]21. The reactants are C1CO1 (ethylene oxide), O (water), ClC1=NC(=CC=C1)OC (2-chloro-6-methoxypyridine), [Li]CCCC (n-BuLi). The solvent is CCOCC (ether), C1CCOC1 (THF). The product is OCCC=1C(=NC(=CC1)Cl)OC (3-(2-hydroxyethyl)-6-chloro-2-methoxypyridine). Reaction SMILES: [Cl:1][C:2]1[CH:7]=[CH:6][CH:5]=[C:4]([O:8][CH3:9])[N:3]=1.[Li]CCCC.[CH2:15]1[O:17][CH2:16]1.O>C1COCC1.CCOCC>[OH:17][CH2:16][CH2:15][C:5]1[C:4]([O:8][CH3:9])=[N:3][C:2]([Cl:1])=[CH:7][CH:6]=1. Reported procedure: To a solution of 1.0 g (7.0 mmol) of 2-chloro-6-methoxypyridine in 20 ml of dry THF cooled to -78° C. was added 10.9 ml (1.6M in hexanes, 17.4 mmol) n-BuLi under an atmosphere of nitrogen. The temperature of the mixture was allowed to raise to -40° C. before an addition of 4 ml ethylene oxide in 6 ml ether. The mixture was warmed to room temperature, 50 ml water was added and the aqueous layer was separated and extracted with 2×100 ml EtOAc. The organic extracts were combined, washed once with w... Starting materials: Cl.NCC(C(=O)OC)C (methyl 3-amino-2-methyl-propanoate hydrochloride salt), NCC1CC(C1)C(=O)O (3-(aminomethyl)cyclobutanecarboxylic acid). Yields the product Cl.NCC1CC(C1)C(=O)OC (methyl 3-(aminomethyl)cyclobutanecarboxylate hydrochloride salt). Reaction SMILES: [ClH:1].N[CH2:3][CH:4]([CH3:9])[C:5]([O:7][CH3:8])=[O:6].[NH2:10][CH2:11][CH:12]1CC(C(O)=O)C1>>[ClH:1].[NH2:10][CH2:11][CH:12]1[CH2:9][CH:4]([C:5]([O:7][CH3:8])=[O:6])[CH2:3]1 |f:0.1,3.4|. Reported procedure: Compound 81-B was prepared in analogy to compound W in Example 20 by using 3-(aminomethyl)cyclobutanecarboxylic acid (PharmaBlock (Nanjing) R&D Co. Ltd, CAS: 1310729-95-3) instead of DL-3-aminoisobutyric acid. The reactants are CC(C)(C)c1cc(C=Cc2ccccc2OCC2CO2)on1, CC(C)(C)N. The product is CC(C)(C)NCC(O)COc1ccccc1C=Cc1cc(C(C)(C)C)no1. As a reaction SMILES: [C:1]([CH3:2])([CH3:3])([CH3:4])[c:5]1[n:6][o:7][c:8]([CH:10]=[CH:11][c:12]2[c:13]([O:18][CH2:19][CH:20]3[CH2:21][O:22]3)[cH:14][cH:15][cH:16][cH:17]2)[cH:9]1.[C:23]([CH3:24])([CH3:25])([CH3:26])[NH2:27]>>[C:1]([CH3:2])([CH3:3])([CH3:4])[c:5]1[n:6][o:7][c:8]([CH:10]=[CH:11][c:12]2[c:13]([O:18][CH2:19][CH:20]([CH2:21][NH:27][C:23]([CH3:24])([CH3:25])[CH3:26])[OH:22])[cH:14][cH:15][cH:16][cH:17]2)[cH:9]1. The reactants are O=C(O)CC12CC3CC(CC(C3)C1)C2, CN(C)C=O, CCCCCCC, CC#N, O=C1CCC(=O)N1Br, O, O=S(Cl)Cl. Yields the product O=C(O)C(Br)C12CC3CC(CC(C3)C1)C2. As a reaction SMILES: [C:1]12([CH2:11][C:12](=[O:13])[OH:14])[CH2:2][CH:3]3[CH2:4][CH:5]([CH2:6][CH:7]([CH2:8]1)[CH2:9]3)[CH2:10]2.[CH3:15][N:16]([CH3:17])[CH:18]=[O:19].[CH3:28][CH2:29][CH2:30][CH2:31][CH2:32][CH2:33][CH3:34].[CH3:39][C:40]#[N:41].[O:20]=[C:21]1[N:22]([Br:27])[C:23](=[O:24])[CH2:25][CH2:26]1.[OH2:42].[S:35]([Cl:36])([Cl:37])=[O:38]>>[C:1]12([CH:11]([C:12](=[O:13])[OH:14])[Br:27])[CH2:2][CH:3]3[CH2:4][CH:5]([CH2:6][CH:7]([CH2:8]1)[CH2:9]3)[CH2:10]2. The reactants are ClC1=CC(=NC2=CC=C(C=C12)C)N1CCS(C2=C(C1)C=CC=C2)(=O)=O (4-(4-chloro-6-methylquinolin-2-yl)-2,3,4,5-tetrahydro-1,4-benzothiazepine 1,1-dioxide), CC(CN)(C)N (2-methylpropane-1,2-diamine). The product is O=S1(CCN(CC2=C1C=CC=C2)C2=NC1=CC=C(C=C1C(=C2)NC(CN)(C)C)C)=O (N˜2˜-[2-(1,1-Dioxido-2,3-dihydro-1,4-benzothiazepin-4(5H)-yl)-6-methylquinolin-4-yl]-2-methylpropane-1,2-diamine). RXN SMILES: Cl[C:2]1[C:11]2[C:6](=[CH:7][CH:8]=[C:9]([CH3:12])[CH:10]=2)[N:5]=[C:4]([N:13]2[CH2:19][C:18]3[CH:20]=[CH:21][CH:22]=[CH:23][C:17]=3[S:16](=[O:25])(=[O:24])[CH2:15][CH2:14]2)[CH:3]=1.[CH3:26][C:27]([NH2:31])([CH3:30])[CH2:28][NH2:29]>>[O:24]=[S:16]1(=[O:25])[C:17]2[CH:23]=[CH:22][CH:21]=[CH:20][C:18]=2[CH2:19][N:13]([C:4]2[CH:3]=[C:2]([NH:31][C:27]([CH3:30])([CH3:26])[CH2:28][NH2:29])[C:11]3[C:6](=[CH:7][CH:8]=[C:9]([CH3:12])[CH:10]=3)[N:5]=2)[CH2:14][CH2:15]1. Procedure details: The title compound was prepared in analogy to Example 9-1 in Scheme 5 by using 4-(4-chloro-6-methylquinolin-2-yl)-2,3,4,5-tetrahydro-1,4-benzothiazepine 1,1-dioxide (prepared in analogy to the one in Example 2-1) and 2-methylpropane-1,2-diamine. MS obsd. (ESI+) [(M+H)+] 425, 1H NMR (400 MHz, CD3OD) δ ppm 7.98 (dd, J=7.83, 1.26 Hz, 1 H), 7.86 (d, J=6.82 Hz, 1 H), 7.70 (s, 1 H), 7.61 (td, J=7.45, 1.26 Hz, 1 H), 7.47-7.42 (m, 2 H), 7.29 (dd, J=8.59, 1.77 Hz, 1 H), 6.09 (s, 1 H), 5.16 (s, 2 H), 3.58...